This data is from the Open Reaction Database (ORD), a public repository of structured organic reaction records. The task is: describe an organic reaction: reactants, conditions, products, and yield Reaction SMILES: [Cl:1][C:2]1[C:3]([N:8]2[C:12](F)=[C:11]([C:14]([F:17])([F:16])[F:15])[C:10]([C:18]([F:24])([F:23])[C:19]([F:22])([F:21])[F:20])=[N:9]2)=[N:4][CH:5]=[CH:6][CH:7]=1.[C-:25]#[N:26].[Na+].O.C(OCC)C>C(#N)C>[Cl:1][C:2]1[C:3]([N:8]2[C:12]([C:25]#[N:26])=[C:11]([C:14]([F:15])([F:17])[F:16])[C:10]([C:18]([F:23])([F:24])[C:19]([F:20])([F:21])[F:22])=[N:9]2)=[N:4][CH:5]=[CH:6][CH:7]=1 |f:1.2,3.4|. Procedure details: 1.95 g (5.1 mmol) of 3-chloro-2-[5-fluor-3-(pentafluoroethyl)-4-(trifluoromethyl)-1H-pyrazol-1-yl]pyridine and 0.30 g (6.1 mmol) of sodium cyanide are suspended in 20 ml of acetonitrile and the reaction mixture is then stirred under reflux for 16 hours. After cooling, the reaction mixture is poured onto a water/diethyl ether mixture. The aqueous phase is extracted three times with diethyl ether. The combined organic phases are washed twice with water and once with saturated sodium chloride solut... Starting materials: ClC=1C(=NC=CC1)N1N=C(C(=C1F)C(F)(F)F)C(C(F)(F)F)(F)F (3-chloro-2-[5-fluor-3-(pentafluoroethyl)-4-(trifluoromethyl)-1H-pyrazol-1-yl]pyridine), [C-]#N.[Na+] (sodium cyanide), O.C(C)OCC (water diethyl ether). Solvent: C(C)#N (acetonitrile). Yields the product ClC=1C(=NC=CC1)N1N=C(C(=C1C#N)C(F)(F)F)C(C(F)(F)F)(F)F (3-Chloro-2-[5-cyano-3-(pentafluoroethyl)-4-(trifluoromethyl)-1H-pyrazol-1-yl]pyridine). The yield is 43.3%. The reactants are NC(=S)N (thiourea), [Na] (sodium), O=C(C(C(=O)OCC)CC1=CC=C(C=C1)C1=C(C=CC=C1)C#N)CCC (ethyl 3-oxo-2-[(2'-cyano-4-biphenylyl)methyl]hexanoate). Run at time 5 minute. Procedure details: 5.7 g of sodium are dissolved in 150 ml of methanol, and 19 g of thiourea are added to this solution. The mixture is stirred for 5 minutes and 58 g of ethyl 3-oxo-2-[(2'-cyano-4-biphenylyl)methyl]hexanoate, prepared in Example 4, are added. The mixture is then heated to reflux for 10 hours and the methanol is evaporated off under vacuum. The residue is taken up with water and washed with ether, the aqueous phase is neutralised by adding dilute hydrochloric acid and the crystals obtained are filt... Yields the product C(CC)C1=C(C(=NC(=N1)S)O)CC1=CC=C(C=C1)C1=C(C=CC=C1)C#N (6-n-propyl-2-mercapto-4-hydroxy-5-[(2'-cyano-4-biphenylyl)methyl]pyrimidine). RXN SMILES: [Na].[NH2:2][C:3]([NH2:5])=[S:4].O=[C:7]([CH2:29][CH2:30][CH3:31])[CH:8]([CH2:14][C:15]1[CH:20]=[CH:19][C:18]([C:21]2[CH:26]=[CH:25][CH:24]=[CH:23][C:22]=2[C:27]#[N:28])=[CH:17][CH:16]=1)[C:9](OCC)=[O:10]>CO>[CH2:29]([C:7]1[N:5]=[C:3]([SH:4])[N:2]=[C:9]([OH:10])[C:8]=1[CH2:14][C:15]1[CH:16]=[CH:17][C:18]([C:21]2[CH:26]=[CH:25][CH:24]=[CH:23][C:22]=2[C:27]#[N:28])=[CH:19][CH:20]=1)[CH2:30][CH3:31] |^1:0|. The solvent is CO (methanol). The reactants are ClC1=NC2=CC=CC=C2C=C1C1=CC=C(C=C1)C#N (2-chloro-3-(p-cyanophenyl)quinoline), NC(=S)N (thiourea). Solvent: C(C)O (ethanol). Reaction conditions: time 5 minute. The product is C(#N)C1=CC=C(C=C1)C=1C(NC2=CC=CC=C2C1)=S (3-(p-cyanophenyl)quinolin-2-thione). RXN SMILES: Cl[C:2]1[C:11]([C:12]2[CH:17]=[CH:16][C:15]([C:18]#[N:19])=[CH:14][CH:13]=2)=[CH:10][C:9]2[C:4](=[CH:5][CH:6]=[CH:7][CH:8]=2)[N:3]=1.NC(N)=[S:22]>C(O)C>[C:18]([C:15]1[CH:16]=[CH:17][C:12]([C:11]2[C:2](=[S:22])[NH:3][C:4]3[C:9]([CH:10]=2)=[CH:8][CH:7]=[CH:6][CH:5]=3)=[CH:13][CH:14]=1)#[N:19]. Procedure: A mixture of 2-chloro-3-(p-cyanophenyl)quinoline (6.25 g., see Example 30) and thiourea (1.8 g.) in ethanol (30 ml.) was heated under reflux for 2 hr. The solution was allowed to cool to ambient temperature, the solid which precipitated was filtered off, dispersed in 1 M-sodium hydroxide solution (100 ml.) and the dispersion heated on a steam bath for 20 min. The mixture was acidified with 2 M-hydrochloric acid solution. The resulting mixture was filtered, the solid residue was stirred with hot ... Reactants: BrC1=CC(=C(CC2(CCC(CC2)C(F)(F)F)C(=O)OCC)C=C1)I (Ethyl 1-(4-bromo-2-iodobenzyl)-4-(trifluoromethyl)cyclohexanecarboxylate), BrC1=CC(=C(CC2(CCC(CC2)C(F)(F)F)C(=O)OCC)C=C1)I (Ethyl 1-(4-bromo-2-iodobenzyl)-4-(trifluoromethyl)cyclohexanecarboxylate), C(C)(C)[Mg]Cl.[Cl-].[Li+] (Isopropylmagnesium chloride lithium chloride). The solvent is C1CCOC1 (THF). Run at temperature -78 celsius. Yields the product BrC1=CC=C2CC3(C(C2=C1)=O)CCC(CC3)C(F)(F)F (6′-Bromo-4-(trifluoromethyl)spiro[cyclohexane-1,2′-inden]-1′(3′H)-one). Yield: 52.7%. As a reaction SMILES: [Br:1][C:2]1[CH:23]=[CH:22][C:5]([CH2:6][C:7]2([C:17](OCC)=[O:18])[CH2:12][CH2:11][CH:10]([C:13]([F:16])([F:15])[F:14])[CH2:9][CH2:8]2)=[C:4](I)[CH:3]=1.C([Mg]Cl)(C)C.[Cl-].[Li+]>C1COCC1>[Br:1][C:2]1[CH:23]=[C:22]2[C:5]([CH2:6][C:7]3([CH2:12][CH2:11][CH:10]([C:13]([F:15])([F:14])[F:16])[CH2:9][CH2:8]3)[C:17]2=[O:18])=[CH:4][CH:3]=1 |f:1.2.3|. Reported procedure: Ethyl 1-(4-bromo-2-iodobenzyl)-4-(trifluoromethyl)cyclohexanecarboxylate (Intermediate 77, 2.41 g, 4.64 mmol) was dissolved in THF (40 mL). The atmosphere was exchanged to argon, and the solution was cooled to −78° C. Isopropylmagnesium chloride—lithium chloride (1.3 M in THF) (2.86 mL, 3.71 mmol) was added dropwise. The reaction mixture was stirred at −78° C. for min. The reaction mixture left to warm up to r.t., while stirred for 30 min. The reaction mixture was quenched with sat. NH4Cl. Brine...